From a dataset of the Open Reaction Database (ORD), a public repository of structured organic reaction records. describe an organic reaction: reactants, conditions, products, and yield Starting materials: BrC1=C(C(=CC=C1)F)F (1-bromo-2,3-difluorobenzene), ( 46 ), C(=O)(OC(C)(C)C)N1CC(CC1)=O (1-N-boc-3-pyrrolidinone), ( 68 ), N-butyl lithium, C(=O)(OC(C)(C)C)N1CC(CC1)=O (1-N-boc-3-pyrrolidinone), ( 38 ). Run in C(C)OCC (diethyl ether). Reaction conditions: temperature -78 celsius, time 1 hour. The product is FC1=C(C=CC=C1F)C1(CN(CC1)C(=O)OC(C)(C)C)O (TERT-BUTYL 3-(2,3-DIFLUOROPHENYL)-3-HYDROXYPYRROLIDIN-1-CARBOXYLATE). RXN SMILES: Br[C:2]1[CH:7]=[CH:6][CH:5]=[C:4]([F:8])[C:3]=1[F:9].[C:10]([N:17]1[CH2:21][CH2:20][C:19](=[O:22])[CH2:18]1)([O:12][C:13]([CH3:16])([CH3:15])[CH3:14])=[O:11]>C(OCC)C>[F:9][C:3]1[C:4]([F:8])=[CH:5][CH:6]=[CH:7][C:2]=1[C:19]1([OH:22])[CH2:20][CH2:21][N:17]([C:10]([O:12][C:13]([CH3:15])([CH3:14])[CH3:16])=[O:11])[CH2:18]1. Reported procedure: Preparation according to Preparation 23: 1-bromo-2,3-difluorobenzene (3.12 g, 16.2 mmol), dry diethyl ether (30 mL), N-butyl lithium (2.5 M, 6.5 mL, 16.2 mmol), 1-N-boc-3-pyrrolidinone (2.0 g, 10.8 mmol). Stirred 2 h at −78° C. before addition, and 1 h at ambient temperature after addition of 1-N-boc-3-pyrrolidinone. Yield: 1.72 g. MS m/z (rel. intensity, 70 eV) 299 (M+, 1), 243 (46), 226 (38), 198 (68), 57 (bp). The reactants are C1=CCCCC1, CCO, CC(Cc1cccc(C(=O)OCc2ccccc2)c1O)C[Si](C)(O[Si](C)(C)C)O[Si](C)(C)C. Product: CC(Cc1cccc(C(=O)O)c1O)C[Si](C)(O[Si](C)(C)C)O[Si](C)(C)C. As a reaction SMILES: [CH2:34]1[CH2:35][CH:36]=[CH:37][CH2:38][CH2:39]1.[CH3:40][CH2:41][OH:42].[OH:1][c:2]1[c:3]([C:4](=[O:5])[O:6][CH2:7][c:8]2[cH:9][cH:10][cH:11][cH:12][cH:13]2)[cH:14][cH:15][cH:16][c:17]1[CH2:18][CH:19]([CH2:20][Si:21]([O:22][Si:23]([CH3:24])([CH3:25])[CH3:26])([O:27][Si:28]([CH3:29])([CH3:30])[CH3:31])[CH3:32])[CH3:33]>>[OH:1][c:2]1[c:3]([C:4](=[O:5])[OH:6])[cH:14][cH:15][cH:16][c:17]1[CH2:18][CH:19]([CH2:20][Si:21]([O:22][Si:23]([CH3:24])([CH3:25])[CH3:26])([O:27][Si:28]([CH3:29])([CH3:30])[CH3:31])[CH3:32])[CH3:33]. Reactants: NC1=C(C(=O)C2=CC(=CC=C2)CNC(=O)OC(C)(C)C)C=C(C=C1)OCC(C)C (2-amino-3′-tert-butoxycarbonylaminomethyl-5-isobutyloxy-benzophenone), [BH4-].[Na+] (sodium borohydride). The solvent is CO (methanol). Yields the product NC1=C(C(C2=CC(=CC=C2)CNC(=O)OC(C)(C)C)O)C=C(C=C1)OCC(C)C (2-amino-α-(3-tert-butoxycarbonylaminomethylphenyl)-5-isobutyloxy-benzyl alcohol), product. Reaction SMILES: [NH2:1][C:2]1[CH:24]=[CH:23][C:22]([O:25][CH2:26][CH:27]([CH3:29])[CH3:28])=[CH:21][C:3]=1[C:4]([C:6]1[CH:11]=[CH:10][CH:9]=[C:8]([CH2:12][NH:13][C:14]([O:16][C:17]([CH3:20])([CH3:19])[CH3:18])=[O:15])[CH:7]=1)=[O:5].[BH4-].[Na+]>CO>[NH2:1][C:2]1[CH:24]=[CH:23][C:22]([O:25][CH2:26][CH:27]([CH3:29])[CH3:28])=[CH:21][C:3]=1[CH:4]([OH:5])[C:6]1[CH:11]=[CH:10][CH:9]=[C:8]([CH2:12][NH:13][C:14]([O:16][C:17]([CH3:19])([CH3:20])[CH3:18])=[O:15])[CH:7]=1 |f:1.2|. Procedure: In methanol (12 ml) was dissolved 2-amino-3′-tert-butoxycarbonylaminomethyl-5-isobutyloxy-benzophenone (0.38 g). To the solution was added, while stirring at room temperature, sodium borohydride (50 mg). The reaction mixture was concentrated, to which was added water, followed by extraction with ethyl acetate (50 ml). The organic layer was washed with water and dried over anhydrous sodium sulfate. The solvent was distilled off to leave 2-amino-α-(3-tert-butoxycarbonylaminomethylphenyl)-5-isobuty... RXN SMILES: [OH:1][CH2:2][CH2:3][CH2:4][CH:5]=[O:6].OC1CCCO1.[CH3:13][CH:14]([CH2:17][OH:18])[CH:15]=[O:16].[H][H]>O>[CH2:5]([OH:6])[CH2:4][CH2:3][CH2:2][OH:1].[CH3:13][CH:14]([CH2:17][OH:18])[CH2:15][OH:16]. Procedure details: 420 ml of the solution containing 4-hydroxy-butanal, 2-hydroxy-tetrahydrofuran, and 2-methyl-3-hydroxypropanal was charged to a stainless jacket-stirring reactor equipped with a metal powder-sintered filtering core followed by adding 9.38 g of the thus-obtained hydrogenation catalyst (65% of which has a granularity less than 50 μm). A temperature in the reactor was controlled at 115° C. and a pressure in the reactor was maintained at 60 kg/cm2G by the supply of hydrogen to effect hydrogenation f... Yields the product C(CCCO)O (1,4-butanediol), CC(CO)CO (2-methyl-1,3-propanediol). Run in O (water). Reaction conditions: time 30 minute. Reactants: [H][H] (hydrogen), solution, OCCCC=O (4-hydroxy-butanal), OC1OCCC1 (2-hydroxy-tetrahydrofuran), CC(C=O)CO (2-methyl-3-hydroxypropanal), [H][H] (hydrogen). The reactants are C(#N)C(CCC(=O)OC)(CCC(=O)OC)C1=CC(=C(C=C1)OC)OC1CCCC1 (dimethyl 4-cyano-4-(3-cyclopentyloxy-4-methoxyphenyl)pimelate), [H-].[Na+] (sodium hydride), O (Water). Run in COCCOC (1,2-dimethoxyethane). Conditions: time 16 hour. Product: C(=O)(OC)C1C(CCC(C1)(C1=CC(=C(C=C1)OC)OC1CCCC1)C#N)=O (2-Carbomethoxy-4-cyano-4-(3-cyclopentyloxy-4-methoxyphenyl)cyclohexan-1 -one). Yield: 90.4%. RXN SMILES: [C:1]([C:3]([C:16]1[CH:21]=[CH:20][C:19]([O:22][CH3:23])=[C:18]([O:24][CH:25]2[CH2:29][CH2:28][CH2:27][CH2:26]2)[CH:17]=1)([CH2:10][CH2:11][C:12]([O:14]C)=O)[CH2:4][CH2:5][C:6]([O:8][CH3:9])=[O:7])#[N:2].[H-].[Na+].O>COCCOC>[C:6]([CH:5]1[CH2:4][C:3]([C:1]#[N:2])([C:16]2[CH:21]=[CH:20][C:19]([O:22][CH3:23])=[C:18]([O:24][CH:25]3[CH2:29][CH2:28][CH2:27][CH2:26]3)[CH:17]=2)[CH2:10][CH2:11][C:12]1=[O:14])([O:8][CH3:9])=[O:7] |f:1.2|. Reported procedure: To a solution of dimethyl 4-cyano-4-(3-cyclopentyloxy-4-methoxyphenyl)pimelate (5.9 g, 14.6 mmol) in dry 1,2-dimethoxyethane (120 mL) under an argon atmosphere was added sodium hydride (80% suspension in mineral oil, 1.05 g, 43.8 mmol). The mixture was heated to reflux for 4.5 h, then was cooled to room temperature and was stirred for 16 h. Water was added and the reaction mixture was partitioned between ether and acidic water. The organic extract was dried (magnesium sulfate) and the solvent wa...